This data is from the Open Reaction Database (ORD), a public repository of structured organic reaction records. The task is: describe an organic reaction: reactants, conditions, products, and yield The reactants are Teflon, CC(C)([O-])C.[K+] (potassium tert-butoxide), ClC1=CC=CC=C1 (Chlorobenzene), N1CCOCC1 (morpholine). Reported procedure: In air, potassium tert-butoxide (127 mg, 1.10 mmol) and complex Ih (6.8 mg, 0.01 mmol, 1.0 mol %) as defined in Example 1 were weighed into a vial with a stir bar and the vial was capped with a septum. The atmosphere was replaced with inert gas (Ar) and 1 mL of dry DME added and stirred until all the solids had dissolved. Chlorobenzene (102 μL, 112.56 mg, 1.0 mmol) and morpholine (96 μL, 96 mg, 1.10 mmol) were then added in quick succession with rapid stirring. The septum was then replaced with ... As a reaction SMILES: CC(C)([O-])C.[K+].Cl[C:8]1[CH:13]=[CH:12][CH:11]=[CH:10][CH:9]=1.[NH:14]1[CH2:19][CH2:18][O:17][CH2:16][CH2:15]1>COCCOC>[C:8]1([N:14]2[CH2:19][CH2:18][O:17][CH2:16][CH2:15]2)[CH:13]=[CH:12][CH:11]=[CH:10][CH:9]=1 |f:0.1|. Run at temperature 50 celsius. Product: C1(=CC=CC=C1)N1CCOCC1 (N-Phenylmorpholine), solid. Solvent: COCCOC (DME). The yield is 95.0%.